Dataset: the Open Reaction Database (ORD), a public repository of structured organic reaction records. Task: describe an organic reaction: reactants, conditions, products, and yield The reactants are COc1ccc(Br)c(C(F)(F)F)c1, C1CCNCC1, C1COCCO1, O=C(C=Cc1ccccc1)C=Cc1ccccc1, O=C(C=Cc1ccccc1)C=Cc1ccccc1, O=C(C=Cc1ccccc1)C=Cc1ccccc1, [Pd], [Pd]. Product: COc1ccc(N2CCCCC2)c(C(F)(F)F)c1. Reaction SMILES: [Br:1][c:2]1[c:3]([C:10]([F:11])([F:12])[F:13])[cH:4][c:5]([O:8][CH3:9])[cH:6][cH:7]1.[CH2:14]1[CH2:15][CH2:16][NH:17][CH2:18][CH2:19]1.[CH2:20]1[O:21][CH2:22][CH2:23][O:24][CH2:25]1.[O:28]=[C:29]([CH:30]=[CH:31][c:32]1[cH:33][cH:34][cH:35][cH:36][cH:37]1)[CH:38]=[CH:39][c:40]1[cH:41][cH:42][cH:43][cH:44][cH:45]1.[O:46]=[C:47]([CH:48]=[CH:49][c:50]1[cH:51][cH:52][cH:53][cH:54][cH:55]1)[CH:56]=[CH:57][c:58]1[cH:59][cH:60][cH:61][cH:62][cH:63]1.[O:64]=[C:65]([CH:66]=[CH:67][c:68]1[cH:69][cH:70][cH:71][cH:72][cH:73]1)[CH:74]=[CH:75][c:76]1[cH:77][cH:78][cH:79][cH:80][cH:81]1.[Pd:26].[Pd:27]>>[c:2]1([N:17]2[CH2:16][CH2:15][CH2:14][CH2:19][CH2:18]2)[c:3]([C:10]([F:11])([F:12])[F:13])[cH:4][c:5]([O:8][CH3:9])[cH:6][cH:7]1. The reactants are O=C([O-])[O-], c1ccc(Cc2cc[nH]c2)cc1, [K+], [K+], C1CCOC1. Product: OCc1[nH]ccc1Cc1ccccc1. As a reaction SMILES: [C:13]([O-:14])(=[O:15])[O-:16].[CH2:1]([c:2]1[cH:3][cH:4][cH:5][cH:6][cH:7]1)[c:8]1[cH:9][nH:10][cH:11][cH:12]1.[K+:17].[K+:18].[O:19]1[CH2:20][CH2:21][CH2:22][CH2:23]1>>[CH2:1]([c:2]1[cH:3][cH:4][cH:5][cH:6][cH:7]1)[c:8]1[c:9]([CH2:13][OH:14])[nH:10][cH:11][cH:12]1. Reaction SMILES: [F:1][C:2]1[CH:7]=[CH:6][C:5]([S:8]([C:11]2[CH:16]=[C:15]([OH:17])[CH:14]=[CH:13][C:12]=2[OH:18])(=[O:10])=[O:9])=[CH:4][CH:3]=1.C[Si]([N-][Si](C)(C)C)(C)C.[K+].C1OCCOCCOCCOCCOCCOC1.Cl[C:48]1[C:53]([CH3:54])=[CH:52][C:51]([N+:55]([O-:57])=[O:56])=[CH:50][C:49]=1[CH3:58]>CN1CCCC1=O>[CH3:54][C:53]1[CH:52]=[C:51]([N+:55]([O-:57])=[O:56])[CH:50]=[C:49]([CH3:58])[C:48]=1[O:17][C:15]1[CH:14]=[CH:13][C:12]([OH:18])=[C:11]([S:8]([C:5]2[CH:6]=[CH:7][C:2]([F:1])=[CH:3][CH:4]=2)(=[O:10])=[O:9])[CH:16]=1 |f:1.2|. Isolated yield 73.8%. Reported procedure: A solution of 2-(4-Fluoro-benzenesulfonyl)-benzene-1,4-diol (10.0 grams, 37 mmol) in dry 1-methyl-2-pyrrolidinone (100 mL) with 3° A molecular sieves (3.0 grams) was sparged with dry nitrogen for 15 minutes at room temperature. The solution was cooled to 0° C. and potassium bis(trimethylsilyl)amide (18.6 grams, 93.2 mmol) was added in a single portion to give a deep red suspension. The suspension was warmed to room temperature with continued sparging. 18-Crown-6 (10.8 grams 41.0 mmol) was added ... The solvent is CN1C(CCC1)=O (1-methyl-2-pyrrolidinone). Starting materials: ClC1=C(C=C(C=C1C)[N+](=O)[O-])C (2-chloro-1,3-dimethyl-5-nitro-benzene), FC1=CC=C(C=C1)S(=O)(=O)C1=C(C=CC(=C1)O)O (2-(4-Fluoro-benzenesulfonyl)-benzene-1,4-diol), C1COCCOCCOCCOCCOCCO1 (18-Crown-6), C[Si](C)(C)[N-][Si](C)(C)C.[K+] (potassium bis(trimethylsilyl)amide). Yields the product CC1=C(OC2=CC(=C(C=C2)O)S(=O)(=O)C2=CC=C(C=C2)F)C(=CC(=C1)[N+](=O)[O-])C (4-(2,6-Dimethyl-4-nitro-phenoxy)-2-(4-fluoro-benzenesulfonyl)-phenol). Run at temperature 0 celsius, time 3 hour. Starting materials: N (ammonia), C(C)OC(C1=CC=C(C=C1)C1=NC=CC(=N1)CCCCCCC)=O (4-(4-n-heptylpyrimid-2-yl)-benzoic acid ethyl ester). The solvent is CO.ClCCl (methanol dichloromethane). Yields the product C(CCCCCC)C1=NC(=NC=C1)C1=CC=C(C(=O)N)C=C1 (4-(4-n-heptylpyrimid-2-yl)-benzoic acid amide). Reaction SMILES: [NH3:1].C([O:4][C:5](=O)[C:6]1[CH:11]=[CH:10][C:9]([C:12]2[N:17]=[C:16]([CH2:18][CH2:19][CH2:20][CH2:21][CH2:22][CH2:23][CH3:24])[CH:15]=[CH:14][N:13]=2)=[CH:8][CH:7]=1)C>CO.ClCCl>[CH2:18]([C:16]1[CH:15]=[CH:14][N:13]=[C:12]([C:9]2[CH:10]=[CH:11][C:6]([C:5]([NH2:1])=[O:4])=[CH:7][CH:8]=2)[N:17]=1)[CH2:19][CH2:20][CH2:21][CH2:22][CH2:23][CH3:24] |f:2.3|. Procedure details: 30 ml. of liquid ammonia are added to 4.4 g. of 4-(4-n-heptylpyrimid-2-yl)-benzoic acid ethyl ester, dissolved in 50 ml. of a methanol-dichloromethane (1:1) mixture, in an autoclave and the mixture is then warmed to 90° for 5 hours (pressure: 16 atmospheres absolute). The reaction mixture is evaporated to dryness and the more sparingly soluble amide is separated from unreacted educt, whereby 4-(4-n-heptylpyrimid-2-yl)-benzoic acid amide is obtained. Starting materials: BrC1=C(C=CC=C1C)C(O)C1=NC=CN=C1 ((2-bromo-3-methylphenyl)(pyrazin-2-yl)methanol), O1CCN(CC1)C=1C(=NC2=CC=C(C=C2C1)B1OC(C(O1)(C)C)(C)C)N (3-morpholino-6-(4,4,5,5-tetramethyl-1,3,2-dioxaborolan-2-yl)quinolin-2-amine), [O-]P(=O)([O-])[O-].[K+].[K+].[K+] (potassium phosphate tribasic), C1(CCCCC1)P(C1=C(C=CC=C1)C1=C(C=C(C=C1CCC)CCC)CCC)C1CCCCC1 (2-(dicyclohexylphosphino)-2′,4′,6′,-tri-1-propyl-1,1′-biphenyl). The reagents and catalysts are C=1C=CC(=CC1)/C=C/C(=O)/C=C/C2=CC=CC=C2.C=1C=CC(=CC1)/C=C/C(=O)/C=C/C2=CC=CC=C2.C=1C=CC(=CC1)/C=C/C(=O)/C=C/C2=CC=CC=C2.[Pd].[Pd] (Pd2(dba)3). Run in O1CCOCC1.O (dioxane water). Run at temperature 140 celsius. Product: NC1=NC2=CC=C(C=C2C=C1N1CCOCC1)C1=C(C=CC=C1C)C(O)C1=NC=CN=C1 ((2-(2-amino-3-morpholinoquinolin-6-yl)-3-methylphenyl)(pyrazin-2-yl)methanol). RXN SMILES: Br[C:2]1[C:7]([CH3:8])=[CH:6][CH:5]=[CH:4][C:3]=1[CH:9]([C:11]1[CH:16]=[N:15][CH:14]=[CH:13][N:12]=1)[OH:10].[O:17]1[CH2:22][CH2:21][N:20]([C:23]2[C:24]([NH2:42])=[N:25][C:26]3[C:31]([CH:32]=2)=[CH:30][C:29](B2OC(C)(C)C(C)(C)O2)=[CH:28][CH:27]=3)[CH2:19][CH2:18]1.[O-]P([O-])([O-])=O.[K+].[K+].[K+].C1(P(C2CCCCC2)C2C=CC=CC=2C2C(CCC)=CC(CCC)=CC=2CCC)CCCCC1>O1CCOCC1.O.C1C=CC(/C=C/C(/C=C/C2C=CC=CC=2)=O)=CC=1.C1C=CC(/C=C/C(/C=C/C2C=CC=CC=2)=O)=CC=1.C1C=CC(/C=C/C(/C=C/C2C=CC=CC=2)=O)=CC=1.[Pd].[Pd]>[NH2:42][C:24]1[C:23]([N:20]2[CH2:21][CH2:22][O:17][CH2:18][CH2:19]2)=[CH:32][C:31]2[C:26](=[CH:27][CH:28]=[C:29]([C:2]3[C:7]([CH3:8])=[CH:6][CH:5]=[CH:4][C:3]=3[CH:9]([C:11]3[CH:16]=[N:15][CH:14]=[CH:13][N:12]=3)[OH:10])[CH:30]=2)[N:25]=1 |f:2.3.4.5,7.8,9.10.11.12.13|. Procedure details: A mixture of (2-bromo-3-methylphenyl)(pyrazin-2-yl)methanol (0.295 g, 1.056 mmol), 3-morpholino-6-(4,4,5,5-tetramethyl-1,3,2-dioxaborolan-2-yl)quinolin-2-amine (0.25 g, 0.704 mmol, prepared as Example 2, Step 1-2), potassium phosphate tribasic (0.291 mL, 3.52 mmol), Pd2(dba)3 (0.064 g, 0.070 mmol), and 2-(dicyclohexylphosphino)-2′,4′,6′,-tri-1-propyl-1,1′-biphenyl (0.067 g, 0.141 mmol) in dioxane/water (3/1.5 mL) was heated in a microwave for 12 min at 140° C. The mixture was concentrated and ch... Reactants: C(C1=CC=CC=C1)OC=1C=C(C=C(C1[N+](=O)[O-])OC)O (3-benzyloxy-5-methoxy-4-nitrophenol), CN(C=O)C (N,N-dimethyl formamide), C([O-])([O-])=O.[K+].[K+] (potassium carbonate), BrCC(=O)OC (methyl bromoacetate). Run in C(C)(=O)OCC (ethyl acetate), O (water). Run at time 3 hour. Product: C(C1=CC=CC=C1)OC=1C=C(OCC(=O)OC)C=C(C1[N+](=O)[O-])OC (Methyl 3-Benzyloxy-5-methoxy4-nitrophenoxyacetate). Yield: 94.7%. As a reaction SMILES: [CH2:1]([O:8][C:9]1[CH:10]=[C:11]([OH:20])[CH:12]=[C:13]([O:18][CH3:19])[C:14]=1[N+:15]([O-:17])=[O:16])[C:2]1[CH:7]=[CH:6][CH:5]=[CH:4][CH:3]=1.CN(C)C=O.C(=O)([O-])[O-].[K+].[K+].Br[CH2:33][C:34]([O:36][CH3:37])=[O:35]>C(OCC)(=O)C.O>[CH2:1]([O:8][C:9]1[CH:10]=[C:11]([CH:12]=[C:13]([O:18][CH3:19])[C:14]=1[N+:15]([O-:17])=[O:16])[O:20][CH2:33][C:34]([O:36][CH3:37])=[O:35])[C:2]1[CH:3]=[CH:4][CH:5]=[CH:6][CH:7]=1 |f:2.3.4|. Reported procedure: A mixture of 3-benzyloxy-5-methoxy-4-nitrophenol(3.85 g), N,N-dimethyl formamide (20 mL), potassium carbonate(2.8 g) and methyl bromoacetate(2.42 g) was stirred at ambient temperature for 3 h. The mixture was treated with water and ethyl acetate and the organic phase was separated, washed with brine, dried and evaporated to dryness. The residue was purified by flash chromatography eluting with increasingly polar mixtures of ethyl acetate and hexane to give the product (4.6 g), (m/e348, MH+). Starting materials: CC(C)(C)c1csc(-c2cc3cc(CCl)ccc3o2)n1, COC(=O)C(C)C, CN(C)P(=O)(N(C)C)N(C)C, CCCCCC, CC(C)[N-]C(C)C, [Li+], C1CCOC1. Product: COC(=O)C(C)(C)Cc1ccc2oc(-c3nc(C(C)(C)C)cs3)cc2c1. RXN SMILES: [C:21]([CH3:22])([CH3:23])([CH3:24])[c:25]1[n:26][c:27](-[c:30]2[o:31][c:32]3[c:33]([cH:34]2)[cH:35][c:36]([CH2:39][Cl:40])[cH:37][cH:38]3)[s:28][cH:29]1.[CH3:14][CH:15]([C:16](=[O:17])[O:18][CH3:19])[CH3:20].[CH3:41][N:42]([CH3:43])[P:44](=[O:45])([N:46]([CH3:47])[CH3:48])[N:49]([CH3:50])[CH3:51].[CH3:52][CH2:53][CH2:54][CH2:55][CH2:56][CH3:57].[CH:1]([N-:2][CH:3]([CH3:4])[CH3:5])([CH3:6])[CH3:7].[Li+:8].[O:9]1[CH2:10][CH2:11][CH2:12][CH2:13]1>>[CH3:14][C:15]([C:16](=[O:17])[O:18][CH3:19])([CH3:20])[CH2:39][c:36]1[cH:35][c:33]2[c:32]([o:31][c:30](-[c:27]3[n:26][c:25]([C:21]([CH3:22])([CH3:23])[CH3:24])[cH:29][s:28]3)[cH:34]2)[cH:38][cH:37]1. Reaction conditions: temperature 70 celsius, time 2 hour. Starting materials: FC1=C(C=C(C=C1)F)C1=NC(=C(C(=N1)NC1=C2C(=NC=C1)C=NN2)C)C (N-(2-(2,5-Difluorophenyl)-5,6-dimethylpyrimidin-4-yl)-1H-pyrazolo[4,3-b]pyridin-7-amine), N(=C=O)CC (isocyanatoethane). Run in C(C)#N (acetonitrile). Procedure details: N-(2-(2,5-Difluorophenyl)-5,6-dimethylpyrimidin-4-yl)-1H-pyrazolo[4,3-b]pyridin-7-amine (0.081 g, 0.230 mmol) was suspended in acetonitrile (2.3 mL), isocyanatoethane (0.018 mL, 0.230 mmol) was added and the mixture was stirred at 70° C. for 2 hours. The reaction was filtered and purified on silica column chromatography using a step gradient of 0 to 5% MeOH in DCM to give the title compound. 1H NMR (400 MHz, DMSO-d6) δ ppm 1.20-1.27 (3H, m) 2.40 (3H, s) 2.54 (3H, s) 3.37-3.48 (2H, m) 7.35-7.47 (... Yields the product FC1=C(C=C(C=C1)F)C1=NC(=C(C(=N1)NC1=C2C(=NC=C1)C=NN2C(=O)NCC)C)C (7-(2-(2,5-difluorophenyl)-5,6-dimethylpyrimidin-4-ylamino)-N-ethyl-1H-pyrazolo[4,3-b]pyridine-1-carboxamide). Reaction SMILES: [F:1][C:2]1[CH:7]=[CH:6][C:5]([F:8])=[CH:4][C:3]=1[C:9]1[N:14]=[C:13]([NH:15][C:16]2[CH:21]=[CH:20][N:19]=[C:18]3[CH:22]=[N:23][NH:24][C:17]=23)[C:12]([CH3:25])=[C:11]([CH3:26])[N:10]=1.[N:27]([CH2:30][CH3:31])=[C:28]=[O:29]>C(#N)C>[F:1][C:2]1[CH:7]=[CH:6][C:5]([F:8])=[CH:4][C:3]=1[C:9]1[N:14]=[C:13]([NH:15][C:16]2[CH:21]=[CH:20][N:19]=[C:18]3[CH:22]=[N:23][N:24]([C:28]([NH:27][CH2:30][CH3:31])=[O:29])[C:17]=23)[C:12]([CH3:25])=[C:11]([CH3:26])[N:10]=1. Reactants: C(C)C=1C(NC(NC1)=O)=O (5-ethyluracil), C([O-])([O-])=O.[K+].[K+] (potassium carbonate), n-iodobutane. As a reaction SMILES: [CH2:1]([C:3]1[C:4](=[O:10])[NH:5][C:6](=[O:9])[NH:7][CH:8]=1)[CH3:2].C(=O)([O-])[O-].[K+].[K+]>CN(C)C=O>[CH2:2]([N:7]1[CH:8]=[C:3]([CH2:1][CH3:2])[C:4](=[O:10])[NH:5][C:6]1=[O:9])[CH2:1][CH2:3][CH3:8] |f:1.2.3|. Isolated yield 68.8%. Product: C(CCC)N1C(=O)NC(=O)C(=C1)CC (1-butyl-5-ethyluracil). Conditions: temperature 120 celsius, time 2 hour. Run in CN(C=O)C (dimethylformamide). Reported procedure: To a solution of 5.6 g (40 mmol) of 5-ethyluracil in 60 ml of dimethylformamide, 5.5 g (40 mmol) of potassium carbonate and 2.3 ml (20 mmol) of n-iodobutane were added and stirred for 2 hours at 120° C. The reaction mixture was concentrated under reduced pressure and distributed between dichloromethane and aqueous solution of ammonium chloride, and the organic layer was concentrated under reduced pressure. The residue was adsorbed on a silica gel column and eluted with 30% ethyl acetate/hexane t...